Dataset: the Open Reaction Database (ORD), a public repository of structured organic reaction records. Task: describe an organic reaction: reactants, conditions, products, and yield Starting materials: O=C(O)c1ccc(-c2cnc3c(c2)N(Cc2cc(Cl)ccc2C(F)(F)F)CCN3)cc1, NC1CCN(Cc2ccccc2)C1. Yields the product O=C(NC1CCN(Cc2ccccc2)C1)c1ccc(-c2cnc3c(c2)N(Cc2cc(Cl)ccc2C(F)(F)F)CCN3)cc1. Reaction SMILES: [Cl:1][c:2]1[cH:3][cH:4][c:5]([C:28]([F:29])([F:30])[F:31])[c:6]([CH2:7][N:8]2[c:9]3[c:10]([n:14][cH:15][c:16](-[c:18]4[cH:19][cH:20][c:21]([C:22](=[O:23])[OH:24])[cH:25][cH:26]4)[cH:17]3)[NH:11][CH2:12][CH2:13]2)[cH:27]1.[NH2:32][CH:33]1[CH2:34][N:35]([CH2:38][c:39]2[cH:40][cH:41][cH:42][cH:43][cH:44]2)[CH2:36][CH2:37]1>>[Cl:1][c:2]1[cH:3][cH:4][c:5]([C:28]([F:29])([F:30])[F:31])[c:6]([CH2:7][N:8]2[c:9]3[c:10]([n:14][cH:15][c:16](-[c:18]4[cH:19][cH:20][c:21]([C:22](=[O:23])[NH:32][CH:33]5[CH2:34][N:35]([CH2:38][c:39]6[cH:40][cH:41][cH:42][cH:43][cH:44]6)[CH2:36][CH2:37]5)[cH:25][cH:26]4)[cH:17]3)[NH:11][CH2:12][CH2:13]2)[cH:27]1. Reactants: CC(C)N1CCOC(CCl)C1, [NH2-], [Na], O, c1ccccc1, c1ccc2c(c1)CCc1ccccc1N2. The product is CC(C)N1CCOC(CN2c3ccccc3CCc3ccccc32)C1. Reaction SMILES: [CH:18]([CH3:19])([CH3:20])[N:21]1[CH2:22][CH:23]([CH2:27][Cl:28])[O:24][CH2:25][CH2:26]1.[NH2-:2].[Na:1].[OH2:29].[cH:30]1[cH:31][cH:32][cH:33][cH:34][cH:35]1.[cH:3]1[cH:4][cH:5][cH:6][c:7]2[c:13]1[CH2:12][CH2:11][c:10]1[c:9]([cH:17][cH:16][cH:15][cH:14]1)[NH:8]2>>[cH:3]1[cH:4][cH:5][cH:6][c:7]2[c:13]1[CH2:12][CH2:11][c:10]1[c:9]([cH:17][cH:16][cH:15][cH:14]1)[N:8]2[CH2:27][CH:23]1[CH2:22][N:21]([CH:18]([CH3:19])[CH3:20])[CH2:26][CH2:25][O:24]1. Reactants: C1(=CC=CC=C1)O (phenol), C1(=CC=CC=C1)O (phenol), C(C(=O)OC)(=O)OC (dimethyl oxalate), C(C(=O)OC)(=O)OC (dimethyl oxalate). Reagents/catalysts: O(C1=CC=CC=C1)[Ti](OC1=CC=CC=C1)(OC1=CC=CC=C1)OC1=CC=CC=C1 (tetraphenoxytitanium). Run at temperature 190 celsius. Product: C(C(=O)OC1=CC=CC=C1)(=O)OC1=CC=CC=C1 (diphenyl oxalate). Reaction SMILES: [C:1]1([OH:7])[CH:6]=[CH:5][CH:4]=[CH:3][CH:2]=1.[C:8]([O:14][CH3:15])(=[O:13])[C:9](OC)=[O:10]>O([Ti](OC1C=CC=CC=1)(OC1C=CC=CC=1)OC1C=CC=CC=1)C1C=CC=CC=1>[C:8]([O:14][C:15]1[CH:5]=[CH:6][CH:1]=[CH:2][CH:3]=1)(=[O:13])[C:9]([O:7][C:1]1[CH:6]=[CH:5][CH:4]=[CH:3][CH:2]=1)=[O:10]. Procedure details: A solution comprising 54.1% by weight of phenol, 45.3% by weight of dimethyl oxalate and 0.5% by weight of tetraphenoxytitanium was fed into the twelfth step from the top of a first fifty-plate Oldershaw-type reactive distillation column provided with a one liter bottom flask and having an inner diameter of 32 mm, at a flow rate of 600 ml/hr, and the bottom flask was heated by a mantle heater to a temperature of 190° C., while withdrawing a resultant vapor fraction from the top portion of the fi... Reactants: S(=O)([O-])[O-].[Na+].[Na+] (sodium sulfite), double salt, KHSO5, FC(C(CCSCC#N)(C(F)(F)F)F)(F)F ((3-(trifluoromethyl)-3,4,4,4-tetrafluorobutylthio)acetonitrile), O (water), OS(=O)(=O)[O-].[K+] (KHSO4). Run in CO (methanol). Reaction conditions: time 2 hour. Yields the product FC(C(CCS(=O)(=O)CC#N)(C(F)(F)F)F)(F)F ((3-(trifluoromethyl)-3,4,4,4-tetrafluorobutylsulfonyl)acetonitrile). Reaction SMILES: [OH:1]S([O-])(=O)=O.[K+].[F:7][C:8]([F:22])([F:21])[C:9]([F:20])([C:16]([F:19])([F:18])[F:17])[CH2:10][CH2:11][S:12][CH2:13][C:14]#[N:15].S([O-])([O-])=O.[Na+].[Na+].[OH2:29]>CO>[F:19][C:16]([F:17])([F:18])[C:9]([F:20])([C:8]([F:7])([F:21])[F:22])[CH2:10][CH2:11][S:12]([CH2:13][C:14]#[N:15])(=[O:1])=[O:29] |f:0.1,3.4.5|. Reported procedure: To a suspension of 16.14 g of a double salt of 2 KHSO5.KHSO4.K2SO4 (Oxone, registered trade mark) in 50 ml of water was added dropwise a solution of 4.77 g of (3-(trifluoromethyl)-3,4,4,4-tetrafluorobutylthio)acetonitrile in 50 ml of methanol at room temperature over 60 minutes under a nitrogen atmosphere, and the mixture was stirred for 2 hours. To the reaction mixture was added 50 ml of an aqueous 10% sodium sulfite solution, followed by extraction with 100 ml of ethyl acetate twice. Organic l... Yields the product FC1=C(CNCCO)C(=CC=C1)F (2-(2,6-difluorobenzylamino)ethanol). Reaction SMILES: [F:1][C:2]1[CH:9]=[CH:8][CH:7]=[C:6]([F:10])[C:3]=1[CH2:4]Br.[CH2:11]([CH2:13][NH2:14])[OH:12]>C(O)C>[F:1][C:2]1[CH:9]=[CH:8][CH:7]=[C:6]([F:10])[C:3]=1[CH2:4][NH:14][CH2:13][CH2:11][OH:12]. Isolated yield 97.5%. Reactants: FC1=C(CBr)C(=CC=C1)F (2,6-difluorobenzyl bromide), C(O)CN (ethanolamine). Solvent: C(C)O (ethanol). Conditions: temperature 75 celsius. Procedure: A mixture of 2,6-difluorobenzyl bromide (3.7 g, 17.8 mmol) and ethanolamine (6.46 mL, 107 mmol) in ethanol (18 mL) was heated at 75° C. for 16 h. The reaction mixture was concentrated and the resulting residue was diluted with dichloromethane (50 mL). The organic layer was partitioned with water (75 mL) and the aqueous layer extracted with dichloromethane (50 mL). Combined organic layers were dried over magnesium sulfate, filtered, and concentrated to give the title compound as a yellow solid (3... Reactants: COCCO, CCOc1cc2ncc(C#N)c(Cl)c2cc1OCC, Cl, Nc1ccc2[nH]nnc2c1, [Na+], [Na+], O=C([O-])[O-], O. The product is CCOc1cc2ncc(C#N)c(Nc3ccc4[nH]nnc4c3)c2cc1OCC. As a reaction SMILES: [CH3:37][O:38][CH2:39][CH2:40][OH:41].[Cl:1][c:2]1[c:3]([C:18]#[N:19])[cH:4][n:5][c:6]2[cH:7][c:8]([O:15][CH2:16][CH3:17])[c:9]([O:12][CH2:13][CH3:14])[cH:10][c:11]12.[ClH:36].[NH2:20][c:21]1[cH:22][c:23]2[c:24]([nH:25][n:26][n:27]2)[cH:28][cH:29]1.[Na+:30].[Na+:31].[O-:32][C:33](=[O:34])[O-:35].[OH2:42]>>[c:2]1([NH:20][c:21]2[cH:22][c:23]3[c:24]([nH:25][n:26][n:27]3)[cH:28][cH:29]2)[c:3]([C:18]#[N:19])[cH:4][n:5][c:6]2[cH:7][c:8]([O:15][CH2:16][CH3:17])[c:9]([O:12][CH2:13][CH3:14])[cH:10][c:11]12. The product is N1(C=NC=C1)CCCCC1=CC=C(OCC=2N=C(OC2)C2=CC=CC=C2)C=C1 (4-[4-[4-(1-imidazolyl)butyl]phenoxymethyl]-2-phenyloxazole). The yield is 89.0%. The reactants are OC1=CC=C(C=C1)CCCCN1C=NC=C1 (1-[4-(4-hydroxyphenyl)butyl]imidazole), ClCC=1N=C(OC1)C1=CC=CC=C1 (4-chloromethyl-2-phenyloxazole). Reported procedure: In substantially the same manner as in Working Example 72, 1-[4-(4-hydroxyphenyl)butyl]imidazole was allowed to react with 4-chloromethyl-2-phenyloxazole to give 4-[4-[4-(1-imidazolyl)butyl]phenoxymethyl]-2-phenyloxazole. The yield was 89%. Recrystallization from ethyl acetate-hexane gave colorless prisms, mp 113-114° C. As a reaction SMILES: [OH:1][C:2]1[CH:7]=[CH:6][C:5]([CH2:8][CH2:9][CH2:10][CH2:11][N:12]2[CH:16]=[CH:15][N:14]=[CH:13]2)=[CH:4][CH:3]=1.Cl[CH2:18][C:19]1[N:20]=[C:21]([C:24]2[CH:29]=[CH:28][CH:27]=[CH:26][CH:25]=2)[O:22][CH:23]=1>>[N:12]1([CH2:11][CH2:10][CH2:9][CH2:8][C:5]2[CH:6]=[CH:7][C:2]([O:1][CH2:18][C:19]3[N:20]=[C:21]([C:24]4[CH:25]=[CH:26][CH:27]=[CH:28][CH:29]=4)[O:22][CH:23]=3)=[CH:3][CH:4]=2)[CH:16]=[CH:15][N:14]=[CH:13]1. Starting materials: C(C)(=O)OCC (ethyl acetate), C(C)(=O)C1=C(C(=C(C=C1)COC1=CC=C(C=C1)CC=1N=NN(N1)CCCBr)CCC)O (5-[(4-((4-Acetyl-3-hydroxy-2-propylphenyl)methoxy)phenyl)methyl]-2-(3-bromopropyl)-2H-tetrazole), O (Water), CSC.[Na] (sodium methyl sulfide). Run in CS(=O)C (DMSO). Run at time 3 hour. The product is C(C)(=O)C1=C(C(=C(C=C1)COC1=CC=C(C=C1)CC=1N=NN(N1)CCCSC)CCC)O (5-[(4-((4-Acetyl-3-hydroxy-2-propylphenyl)methoxy)phenyl)methyl]-2-(3-methylthiopropyl)-2H-tetrazole). The yield is 77.8%. As a reaction SMILES: [C:1]([C:4]1[CH:9]=[CH:8][C:7]([CH2:10][O:11][C:12]2[CH:17]=[CH:16][C:15]([CH2:18][C:19]3[N:20]=[N:21][N:22]([CH2:24][CH2:25][CH2:26]Br)[N:23]=3)=[CH:14][CH:13]=2)=[C:6]([CH2:28][CH2:29][CH3:30])[C:5]=1[OH:31])(=[O:3])[CH3:2].[CH3:32][S:33]C.[Na].O.C(OCC)(=O)C>CS(C)=O>[C:1]([C:4]1[CH:9]=[CH:8][C:7]([CH2:10][O:11][C:12]2[CH:17]=[CH:16][C:15]([CH2:18][C:19]3[N:20]=[N:21][N:22]([CH2:24][CH2:25][CH2:26][S:33][CH3:32])[N:23]=3)=[CH:14][CH:13]=2)=[C:6]([CH2:28][CH2:29][CH3:30])[C:5]=1[OH:31])(=[O:3])[CH3:2] |f:1.2,^1:34|. Procedure details: 5-[(4-((4-Acetyl-3-hydroxy-2-propylphenyl)methoxy)phenyl)methyl]-2-(3-bromopropyl)-2H-tetrazole (3.1 g, 0.006 mol) was dissolved in DMSO (20 ml). A large excess of sodium methyl sulfide was added and the reaction mixture was stirred at room temperature for three hours. Water (100 ml) was added and the reaction mixture was extracted with ethyl acetate. The ethyl acetate layers were combined, washed with water and brine, dried over magnesium sulfate, filtered and concentrated in vacuo. The residue... Starting materials: [F-].[K+] (KF), ClC1=CC=C(C=C1)[N+](=O)[O-] (4-Chloronitrobenzene), COC1=CC=C(C=C1)B(O)O (p-methoxyphenylboronic acid), Pd(OAc)2 Ph5FcP(t-Bu)2. The solvent is C1CCOC1 (THF). The product is COC1=CC=C(C=C1)C1=CC=C(C=C1)[N+](=O)[O-] (4-(4-methoxyphenyl)nitrobenzene). The yield is 98.2%. RXN SMILES: Cl[C:2]1[CH:7]=[CH:6][C:5]([N+:8]([O-:10])=[O:9])=[CH:4][CH:3]=1.[CH3:11][O:12][C:13]1[CH:18]=[CH:17][C:16](B(O)O)=[CH:15][CH:14]=1.[F-].[K+]>C1COCC1>[CH3:11][O:12][C:13]1[CH:18]=[CH:17][C:16]([C:2]2[CH:7]=[CH:6][C:5]([N+:8]([O-:10])=[O:9])=[CH:4][CH:3]=2)=[CH:15][CH:14]=1 |f:2.3|. Procedure details: 4-Chloronitrobenzene (164 mg, 1.04 mmol) reacted with p-methoxyphenylboronic acid (200 mg, 1.32 mmol) using 1/2 mol % of Pd(OAc)2/Ph5FcP(t-Bu)2 and KF (182 mg, 3.00 mmol) in THF solvent at 50° C. for 17 h to give the title compound (234 mg, 98%) as a solid: 1H-NMR (400 MHz, CDCl3): δ 8.27 (d, 2H, J=8.76 Hz), 7.69 (d, 2H, J=8.76 Hz), 7.59 (d, 2H, J=8.70 Hz), 7.03 (d, 2H, J=8.71 Hz), 3.88 (s, 3H). 13C{1H}-NMR (100 MHz, CDCl3): δ 160.40, 147.15, 146.47, 130.99, 128.52, 127.01, 124.10, 114.56, 55.39... The reactants are BrC=1C=C(C=CC1)C=CC(=O)N(C)OC (3-(3-bromo-phenyl)-N-methoxy-N-methylacrylamide), CSC1=CC=C(C=C1)B(O)O (4-(methylthio)phenylboronic acid), C([O-])([O-])=O.[Na+].[Na+] (sodium carbonate). The reagents and catalysts are C=1C=CC(=CC1)[P](C=2C=CC=CC2)(C=3C=CC=CC3)[Pd]([P](C=4C=CC=CC4)(C=5C=CC=CC5)C=6C=CC=CC6)([P](C=7C=CC=CC7)(C=8C=CC=CC8)C=9C=CC=CC9)[P](C=1C=CC=CC1)(C=1C=CC=CC1)C=1C=CC=CC1 (Pd(PPh3)4). The solvent is CN(C=O)C (N,N-dimethylformamide). Run at temperature 80 celsius, time 20 hour. Product: CON(C(C=CC=1C=C(C=CC1)C1=CC=C(C=C1)SC)=O)C (N-methoxy-N-methyl-3-(4′-methylsulfanyl-biphenyl-3-yl)-acrylamide). Yield: 104.6%. Reaction SMILES: Br[C:2]1[CH:3]=[C:4]([CH:8]=[CH:9][C:10]([N:12]([O:14][CH3:15])[CH3:13])=[O:11])[CH:5]=[CH:6][CH:7]=1.[CH3:16][S:17][C:18]1[CH:23]=[CH:22][C:21](B(O)O)=[CH:20][CH:19]=1.C(=O)([O-])[O-].[Na+].[Na+]>C1C=CC([P]([Pd]([P](C2C=CC=CC=2)(C2C=CC=CC=2)C2C=CC=CC=2)([P](C2C=CC=CC=2)(C2C=CC=CC=2)C2C=CC=CC=2)[P](C2C=CC=CC=2)(C2C=CC=CC=2)C2C=CC=CC=2)(C2C=CC=CC=2)C2C=CC=CC=2)=CC=1.CN(C)C=O>[CH3:15][O:14][N:12]([CH3:13])[C:10](=[O:11])[CH:9]=[CH:8][C:4]1[CH:3]=[C:2]([C:21]2[CH:22]=[CH:23][C:18]([S:17][CH3:16])=[CH:19][CH:20]=2)[CH:7]=[CH:6][CH:5]=1 |f:2.3.4,^1:36,38,57,76|. Procedure: 3-(3-Bromo-phenyl)-N-methoxy-N-methylacrylamide (14.5 g, 53.7 mmol) prepared in Step 1, 4-(methylthio)phenylboronic acid (18.0 g, 107.4 mmol), Pd(PPh3)4 (3.1 g, 2.7 mmol) and sodium carbonate (17.1 g, 161.1 mmol) were added to a mixed solvent of N,N-dimethylformamide (100.0 mL) and distilled water (10.0 mL). The reaction mixture was stirred at 80° C. for 20 hours, quenched with a saturated solution of ammonium chloride, and then extracted with diethyl ether three times. The combined extract was ...